This data is from the Open Reaction Database (ORD), a public repository of structured organic reaction records. The task is: describe an organic reaction: reactants, conditions, products, and yield The reactants are product, C(C)(C)N(CCNC1=NC(=C(C(=C1)C)C#N)Cl)C(C)C (2-(2-diisopropylaminoethylamino)-4-methyl-5-cyano-6-chloropyridine), S(O)(O)(=O)=O (sulfuric acid), C([O-])([O-])=O.[Na+].[Na+] (sodium carbonate). The product is C(C)(C)N(CCNC1=NC(=CC(=C1)C)Cl)C(C)C (2-(2-Diisopropylaminoethylamino)-4-methyl-6-chloropyridine). RXN SMILES: [CH:1]([N:4]([CH:18]([CH3:20])[CH3:19])[CH2:5][CH2:6][NH:7][C:8]1[CH:13]=[C:12]([CH3:14])[C:11](C#N)=[C:10]([Cl:17])[N:9]=1)([CH3:3])[CH3:2].S(=O)(=O)(O)O.C(=O)([O-])[O-].[Na+].[Na+]>>[CH:18]([N:4]([CH:1]([CH3:3])[CH3:2])[CH2:5][CH2:6][NH:7][C:8]1[CH:13]=[C:12]([CH3:14])[CH:11]=[C:10]([Cl:17])[N:9]=1)([CH3:19])[CH3:20] |f:2.3.4|. Procedure: A solution of crude 2-(2-diisopropylaminoethylamino)-4-methyl-5-cyano-6-chloropyridine (4.0 g) in 20 ml of 50% (by volume) sulfuric acid is stirred at reflux for 16 hours over night. The solution is cooled and is cautiously poured into excess saturated sodium carbonate. The basic mixture is extracted with methylene chloride. After washing the extract with water, drying and filtering through activated carbon, the solvent is removed in vacuo. This gives 3.1 g of pale yellow oil which slowly solidi... Reactants: NC1=C2C(=NC=N1)N(N=C2C2=CC(=C(C=C2)NC(OC(C)(C)C)=O)OC)C(C)C (tert-butyl 4-(4-amino-1-isopropyl-1H-pyrazolo[3,4-d]pyrimidin-3-yl)-2-methoxyphenylcarbamate), B(Br)(Br)Br (BBr3). The solvent is C(Cl)Cl (CH2Cl2). Product: NC1=C(C=C(C=C1)C1=NN(C2=NC=NC(=C21)N)C(C)C)O (2-amino-5-(4-amino-1-isopropyl-1H-pyrazolo[3,4-d]pyrimidin-3-yl)phenol). Reaction SMILES: [NH2:1][C:2]1[N:7]=[CH:6][N:5]=[C:4]2[N:8]([CH:27]([CH3:29])[CH3:28])[N:9]=[C:10]([C:11]3[CH:16]=[CH:15][C:14]([NH:17]C(=O)OC(C)(C)C)=[C:13]([O:25]C)[CH:12]=3)[C:3]=12.B(Br)(Br)Br>C(Cl)Cl>[NH2:17][C:14]1[CH:15]=[CH:16][C:11]([C:10]2[C:3]3[C:4](=[N:5][CH:6]=[N:7][C:2]=3[NH2:1])[N:8]([CH:27]([CH3:28])[CH3:29])[N:9]=2)=[CH:12][C:13]=1[OH:25]. Procedure details: BA20 (tert-butyl 4-(4-amino-1-isopropyl-1H-pyrazolo[3,4-d]pyrimidin-3-yl)-2-methoxyphenylcarbamate, 7 mg, 0.018 mmol) was dissolved in CH2Cl2 (2.5 ml) and stirred under an argon atmosphere at room temperature. BBr3 (0.500 ml) was added slowly with a syringe. The reaction mixture was stirred overnight, under argon at room temperature. BBr3 was removed in vacuo and the remaining solid was purified by RP-HPLC (MeCN:H2O:0.1% TFA) to yield BA20dd. Reactants: CCOC(C)=O, CCO, Cc1ccccc1, O=C(Cc1ccc(F)cc1)N=C=S, CN(C)C1CCN(C(=O)Nc2cc(Oc3ccc(N)cc3F)ncn2)CC1, [Na+], O=C([O-])O. Yields the product CN(C)C1CCN(C(=O)Nc2cc(Oc3ccc(NC(=S)NC(=O)Cc4ccc(F)cc4)cc3F)ncn2)CC1. Reaction SMILES: [CH3:41][CH2:42][O:43][C:44](=[O:45])[CH3:46].[CH3:52][CH2:53][OH:54].[CH3:55][c:56]1[cH:57][cH:58][cH:59][cH:60][cH:61]1.[F:28][c:29]1[cH:30][cH:31][c:32]([CH2:35][C:36](=[O:37])[N:38]=[C:39]=[S:40])[cH:33][cH:34]1.[NH2:1][c:2]1[cH:3][c:4]([F:27])[c:5]([O:6][c:7]2[cH:8][c:9]([NH:13][C:14](=[O:15])[N:16]3[CH2:17][CH2:18][CH:19]([N:22]([CH3:23])[CH3:24])[CH2:20][CH2:21]3)[n:10][cH:11][n:12]2)[cH:25][cH:26]1.[Na+:47].[OH:48][C:49](=[O:50])[O-:51]>>[NH:1]([c:2]1[cH:3][c:4]([F:27])[c:5]([O:6][c:7]2[cH:8][c:9]([NH:13][C:14](=[O:15])[N:16]3[CH2:17][CH2:18][CH:19]([N:22]([CH3:23])[CH3:24])[CH2:20][CH2:21]3)[n:10][cH:11][n:12]2)[cH:25][cH:26]1)[C:39]([NH:38][C:36]([CH2:35][c:32]1[cH:31][cH:30][c:29]([F:28])[cH:34][cH:33]1)=[O:37])=[S:40]. As a reaction SMILES: [BH4-:26].[CH3:22][C:23](=[O:24])[O-:25].[CH3:29][C:30](=[O:31])[OH:32].[F:1][c:2]1[c:3]([O:4][c:5]2[cH:6][cH:7][c:8]([CH:11]=[O:12])[cH:9][n:10]2)[cH:13][cH:14][cH:15][cH:16]1.[N+:17](=[O:18])([O-:19])[CH3:20].[NH4+:21].[Na+:27].[OH2:28]>>[F:1][c:2]1[c:3]([O:4][c:5]2[cH:6][cH:7][c:8]([CH2:11][CH2:20][N+:17](=[O:18])[O-:19])[cH:9][n:10]2)[cH:13][cH:14][cH:15][cH:16]1. The reactants are [BH4-], CC(=O)[O-], CC(=O)O, O=Cc1ccc(Oc2ccccc2F)nc1, C[N+](=O)[O-], [NH4+], [Na+], O. Yields the product O=[N+]([O-])CCc1ccc(Oc2ccccc2F)nc1. Yields the product CCCCC(O)c1cnc(N2CCCC2CO)nc1NCc1ccc(OC)c(Cl)c1. RXN SMILES: [C:32](=[O:33])([O-:34])[OH:35].[CH2:27]([CH2:28][CH2:29][CH3:30])[Li:31].[CH3:64][CH2:65][CH2:66][CH2:67][CH2:68][CH3:69].[Na+:36].[OH:1][CH2:2][CH:3]1[N:4]([c:8]2[n:9][cH:10][c:11]([CH:25]=[O:26])[c:12]([NH:14][CH2:15][c:16]3[cH:17][c:18]([Cl:24])[c:19]([O:22][CH3:23])[cH:20][cH:21]3)[n:13]2)[CH2:5][CH2:6][CH2:7]1.[OH:37][CH2:38][CH:39]1[CH2:40][CH2:41][CH2:42][N:43]1[c:44]1[n:45][c:46]([NH:47][CH2:48][c:49]2[cH:50][cH:51][c:52]([O:53][CH3:54])[c:55]([Cl:56])[cH:57]2)[c:58]([C:59](=[O:60])[CH3:61])[cH:62][n:63]1>>[OH:1][CH2:2][CH:3]1[N:4]([c:8]2[n:9][cH:10][c:11]([CH:25]([OH:26])[CH2:27][CH2:28][CH2:29][CH3:30])[c:12]([NH:14][CH2:15][c:16]3[cH:17][c:18]([Cl:24])[c:19]([O:22][CH3:23])[cH:20][cH:21]3)[n:13]2)[CH2:5][CH2:6][CH2:7]1. Starting materials: O=C([O-])O, [Li]CCCC, CCCCCC, [Na+], COc1ccc(CNc2nc(N3CCCC3CO)ncc2C=O)cc1Cl, COc1ccc(CNc2nc(N3CCCC3CO)ncc2C(C)=O)cc1Cl. The reagents and catalysts are ClC1=C([C-](C=C1)P(C1=CC=CC=C1)C1=CC=CC=C1)Cl.[C-]1(C=CC=C1)P(C1=CC=CC=C1)C1=CC=CC=C1.[Fe+2].ClCCl.[Pd+2] (Dichloro[1,1′-Bis(diphenylphosphino)-ferrocene] palladium (II) dichloromethan). RXN SMILES: Br[C:2]1[CH:11]=[C:10]2[C:5]([C:6]([N:13]3[CH2:17][CH2:16][CH2:15][CH2:14]3)=[N:7][C:8]([CH3:12])=[N:9]2)=[CH:4][CH:3]=1.[CH3:18][O:19][C:20]1[CH:25]=[CH:24][C:23](B(O)O)=[CH:22][CH:21]=1.[O:29]1CCOCC1.C(COC)OC>C(O)C.ClC1C=C[C-](P(C2C=CC=CC=2)C2C=CC=CC=2)C=1Cl.[C-]1(P(C2C=CC=CC=2)C2C=CC=CC=2)C=CC=C1.[Fe+2].ClCCl.[Pd+2]>[CH:20]([OH:19])=[O:29].[CH3:18][O:19][C:20]1[CH:25]=[CH:24][C:23]([C:2]2[CH:11]=[C:10]3[C:5]([C:6]([N:13]4[CH2:17][CH2:16][CH2:15][CH2:14]4)=[N:7][C:8]([CH3:12])=[N:9]3)=[CH:4][CH:3]=2)=[CH:22][CH:21]=1 |f:2.3,5.6.7.8.9,10.11|. Procedure: To a solution of 44 mg (0.15 mmol) 7-Bromo-2-methyl-4-pyrrolidin-1-yl-quinazoline in 1.2 ml dioxane/dimethoxyethane 1:1 was added 57 mg (0.375 mmol) 4-methoxy-phenyl-boronic acid in 0.4 ml ethanol, 7 mg (0.007 mmol) Dichloro[1,1′-Bis(diphenylphosphino)-ferrocene]-palladium (II) dichloromethan adduct, and 0.6 ml 2 M Na2CO3aq. and the mixture was heated to 85° C. for 12 h. After filtration, the mixture was purified by reversed phase column chromatography eluting with an acetonitrile/water (formic ... Reaction conditions: temperature 85 celsius. The yield is 35.0%. The reactants are BrC1=CC=C2C(=NC(=NC2=C1)C)N1CCCC1 (7-Bromo-2-methyl-4-pyrrolidin-1-yl-quinazoline), COC1=CC=C(C=C1)B(O)O (4-methoxy-phenyl-boronic acid), O1CCOCC1.C(OC)COC (dioxane dimethoxyethane). The solvent is C(C)O (ethanol). Product: C(=O)O.COC1=CC=C(C=C1)C1=CC=C2C(=NC(=NC2=C1)C)N1CCCC1 (7-(4-Methoxy-phenyl)-2-methyl-4-pyrrolidin-1-yl-quinazoline; compound with formic acid).